From a dataset of the Open Reaction Database (ORD), a public repository of structured organic reaction records. describe an organic reaction: reactants, conditions, products, and yield The reactants are C(C1=CC=CC=C1)ON1[C@@H]2CC[C@H](N(C1=O)C2)C2=NN=C(S2)N2CCN(CC2)C(=O)OC(C)(C)C (tert-butyl 4-(5-((2S,5R)-6-(benzyloxy)-7-oxo-1,6-diaza-bicyclo[3.2.1]octan-2-yl)-1,3,4-thiadiazol-2-yl)piperazine-1-carboxylate). Reagents/catalysts: [OH-].[OH-].[Pd+2] (Pd(OH)2). The solvent is C1CCOC1 (THF). Run at time 8.5 hour. The product is ON1[C@@H]2CC[C@H](N(C1=O)C2)C2=NN=C(S2)N2CCN(CC2)C(=O)OC(C)(C)C (tert-butyl 4-(5-((2S,5R)-6-hydroxy-7-oxo-1,6-diaza-bicyclo[3.2.1]octan-2-yl)-1,3,4-thiadiazol-2-yl)piperazine-1-carboxylate). Yield: 90.0%. Reaction SMILES: C([O:8][N:9]1[C:15](=[O:16])[N:14]2[CH2:17][C@H:10]1[CH2:11][CH2:12][C@H:13]2[C:18]1[S:22][C:21]([N:23]2[CH2:28][CH2:27][N:26]([C:29]([O:31][C:32]([CH3:35])([CH3:34])[CH3:33])=[O:30])[CH2:25][CH2:24]2)=[N:20][N:19]=1)C1C=CC=CC=1>C1COCC1.[OH-].[OH-].[Pd+2]>[OH:8][N:9]1[C:15](=[O:16])[N:14]2[CH2:17][C@H:10]1[CH2:11][CH2:12][C@H:13]2[C:18]1[S:22][C:21]([N:23]2[CH2:28][CH2:27][N:26]([C:29]([O:31][C:32]([CH3:35])([CH3:34])[CH3:33])=[O:30])[CH2:25][CH2:24]2)=[N:20][N:19]=1 |f:2.3.4|. Procedure: A mixture of tert-butyl 4-(5-((2S,5R)-6-(benzyloxy)-7-oxo-1,6-diaza-bicyclo[3.2.1]octan-2-yl)-1,3,4-thiadiazol-2-yl)piperazine-1-carboxylate (180 mg, 0.36 mmol) and 10% Pd(OH)2 (1.8 g) in THF (10 mL) was stirred under H2 at rt for 8.5 hrs. The reaction mixture was then filtered and concentrated to give tert-butyl 4-(5-((2S,5R)-6-hydroxy-7-oxo-1,6-diaza-bicyclo[3.2.1]octan-2-yl)-1,3,4-thiadiazol-2-yl)piperazine-1-carboxylate (133 mg, 90%) as a white solid. ESI-MS (EI+, m/z): 411.17 [M+H]+.